This data is from the Open Reaction Database (ORD), a public repository of structured organic reaction records. The task is: describe an organic reaction: reactants, conditions, products, and yield The reactants are monoester, P(=O)(OC=CCCCCCCCCCCCCCCCC)([O-])[O-] (monooctadecenyl phosphate), [OH-].[K+] (potassium hydroxide), C(Cl)C1CO1 (epichlorohydrin). Conditions: temperature 80 celsius, time 6 hour. Product: P(=O)(OC=CCCCCCCCCCCCCCCCC)(OCC(CCl)O)[O-].[K+] (potassium octadecenyl 2-hydroxy-3-chloropropyl phosphate). Isolated yield 67.8%. RXN SMILES: [P:1]([O-:23])([O-:22])([O:3][CH:4]=[CH:5][CH2:6][CH2:7][CH2:8][CH2:9][CH2:10][CH2:11][CH2:12][CH2:13][CH2:14][CH2:15][CH2:16][CH2:17][CH2:18][CH2:19][CH2:20][CH3:21])=[O:2].[OH-].[K+:25].[CH2:26]([CH:28]1[O:30][CH2:29]1)[Cl:27]>>[P:1]([O-:22])([O:23][CH2:29][CH:28]([OH:30])[CH2:26][Cl:27])([O:3][CH:4]=[CH:5][CH2:6][CH2:7][CH2:8][CH2:9][CH2:10][CH2:11][CH2:12][CH2:13][CH2:14][CH2:15][CH2:16][CH2:17][CH2:18][CH2:19][CH2:20][CH3:21])=[O:2].[K+:25] |f:1.2,4.5|. Reported procedure: 20 g (0.052 moles) of monooctadecenyl phosphate having a purity of 90% (AV1=165.0, AV2=323.2) was charged into a reactor, to which 58.8 ml of 1N potassium hydroxide aqueous solution was added and agitated at 80° C. to obtain uniform solution, at which the acid value of the reaction system was 40.2. While keeping the reaction system at 80° C., 24.1 g (0.26 moles) of epichlorohydrin was gradually dropped, followed by agitation at the temperature for 6 hours. The acid value of the reaction system w... Starting materials: CCO, CC(=O)c1ccc(-c2ccc(O)c(F)c2)cc1, [K+], [OH-], CCCCCCC(C)OS(=O)(=O)c1ccc(C)cc1. Yields the product CCCCCCC(C)Oc1ccc(-c2ccc(C(C)=O)cc2)cc1F. Reaction SMILES: [CH3:39][CH2:40][OH:41].[F:1][c:2]1[cH:3][c:4](-[c:9]2[cH:10][cH:11][c:12]([C:15]([CH3:16])=[O:17])[cH:13][cH:14]2)[cH:5][cH:6][c:7]1[OH:8].[K+:19].[OH-:18].[c:20]1([CH3:21])[cH:22][cH:23][c:24]([S:25]([O:26][CH:30]([CH2:31][CH2:32][CH2:33][CH2:34][CH2:35][CH3:36])[CH3:37])(=[O:27])=[O:28])[cH:29][cH:38]1>>[F:1][c:2]1[cH:3][c:4](-[c:9]2[cH:10][cH:11][c:12]([C:15]([CH3:16])=[O:17])[cH:13][cH:14]2)[cH:5][cH:6][c:7]1[O:8][CH:30]([CH2:31][CH2:32][CH2:33][CH2:34][CH2:35][CH3:36])[CH3:37]. Reactants: COC(=O)c1ccc(NC(C)=O)c2c1OCCCC2, CCOC(C)=O, O=C1CCC(=O)N1Cl, CN(C)C=O. The product is COC(=O)c1cc(Cl)c(NC(C)=O)c2c1OCCCC2. RXN SMILES: [C:1]([CH3:2])(=[O:3])[NH:4][c:5]1[cH:6][cH:7][c:8]([C:16](=[O:17])[O:18][CH3:19])[c:9]2[c:10]1[CH2:11][CH2:12][CH2:13][CH2:14][O:15]2.[CH3:33][CH2:34][O:35][C:36](=[O:37])[CH3:38].[Cl:20][N:21]1[C:22](=[O:23])[CH2:24][CH2:25][C:26]1=[O:27].[O:28]=[CH:29][N:30]([CH3:31])[CH3:32]>>[C:1]([CH3:2])(=[O:3])[NH:4][c:5]1[c:6]([Cl:20])[cH:7][c:8]([C:16](=[O:17])[O:18][CH3:19])[c:9]2[c:10]1[CH2:11][CH2:12][CH2:13][CH2:14][O:15]2. The reactants are BrC=1C=CC(=C(C(=O)C2=NC=CC=C2C2OCCO2)C1)OCOC (2-(5-bromo-2-methoxymethoxybenzoyl)-3-(1,3-dioxolan-2-yl)pyridine), Cl (hydrochloric acid), [OH-].[Na+] (sodium hydroxide). Solvent: C1CCOC1 (THF). The product is BrC=1C=CC(=C(C(=O)C2=NC=CC=C2C=O)C1)O (2-(5-bromo-2-hydroxybenzoyl)-3-formylpyridine). Yield: 97.1%. RXN SMILES: [Br:1][C:2]1[CH:3]=[CH:4][C:5]([O:21]COC)=[C:6]([CH:20]=1)[C:7]([C:9]1[C:14]([CH:15]2OCC[O:16]2)=[CH:13][CH:12]=[CH:11][N:10]=1)=[O:8].Cl.[OH-].[Na+]>C1COCC1>[Br:1][C:2]1[CH:3]=[CH:4][C:5]([OH:21])=[C:6]([CH:20]=1)[C:7]([C:9]1[C:14]([CH:15]=[O:16])=[CH:13][CH:12]=[CH:11][N:10]=1)=[O:8] |f:2.3|. Procedure details: A mixture solution of 2-(5-bromo-2-methoxymethoxybenzoyl)-3-(1,3-dioxolan-2-yl)pyridine (4.27 g), hydrochloric acid (9 ml) and THF (81 ml) was stirred for 14 hours at room temperature. The reaction mixture was neutralized with an aqueous sodium hydroxide, followed by extraction with ethyl acetate. The extract solution was washed with a saturated aqueous saline solution, dried (anhydrous sodium sulfate) and concentrated. The concentrate was purified by means of a silica gel column chromatography ... Starting materials: FC1=C(C=CC(=C1)F)C1=NC2=CC=C(C=C2N=C1N1[C@H](CCC1)C)C(=O)OC ((S)-methyl 2-(2,4-difluorophenyl)-3-(2-methylpyrrolidin-1-yl)quinoxaline-6-carboxylate), [OH-].[Na+] (sodium hydroxide), O (water). The solvent is CO (MeOH). Run at time 8 hour. Yields the product FC1=C(C=CC(=C1)F)C1=NC2=CC=C(C=C2N=C1N1[C@H](CCC1)C)C(=O)O ((S)-2-(2,4-difluorophenyl)-3-(2-methylpyrrolidin-1-yl)quinoxaline-6-carboxylic acid). Isolated yield 57.2%. RXN SMILES: [F:1][C:2]1[CH:7]=[C:6]([F:8])[CH:5]=[CH:4][C:3]=1[C:9]1[C:18]([N:19]2[CH2:23][CH2:22][CH2:21][C@@H:20]2[CH3:24])=[N:17][C:16]2[C:11](=[CH:12][CH:13]=[C:14]([C:25]([O:27]C)=[O:26])[CH:15]=2)[N:10]=1.[OH-].[Na+].O>CO>[F:1][C:2]1[CH:7]=[C:6]([F:8])[CH:5]=[CH:4][C:3]=1[C:9]1[C:18]([N:19]2[CH2:23][CH2:22][CH2:21][C@@H:20]2[CH3:24])=[N:17][C:16]2[C:11](=[CH:12][CH:13]=[C:14]([C:25]([OH:27])=[O:26])[CH:15]=2)[N:10]=1 |f:1.2|. Reported procedure: To a solution of (S)-methyl 2-(2,4-difluorophenyl)-3-(2-methylpyrrolidin-1-yl)quinoxaline-6-carboxylate (100 mg, 0.39 mmol) in MeOH (20 mL) was added sodium hydroxide (63 mg, 1.57 mmol) and water (2 mL). The resulting solution was stirred overnight at room temperature and concentrated in vacuo. The residue was dissolved in water (2 mL) and adjusted to pH 6 with hydrochloric acid (1N). The solids were collected by filtration to afford (S)-2-(2,4-difluorophenyl)-3-(2-methylpyrrolidin-1-yl)quinoxal... Reactants: C[Si](C=CC(=O)OCC1=CC=CC=C1)(C)C (benzyl 3-(trimethylsilyl)acrylate), CN(C(=N)N(C)C)C (N,N,N′,N′-tetramethylguanidine), [N+](=O)([O-])C (nitromethane), Cl (hydrochloric acid). Conditions: time 15 hour. Yields the product [N+](=O)([O-])CC(CC(=O)OCC1=CC=CC=C1)[Si](C)(C)C (benzyl 4-nitro-3-(trimethylsilyl)butanoate). Yield: 88.0%. Reaction SMILES: [CH3:1][Si:2]([CH3:16])([CH3:15])[CH:3]=[CH:4][C:5]([O:7][CH2:8][C:9]1[CH:14]=[CH:13][CH:12]=[CH:11][CH:10]=1)=[O:6].CN(C)C(N(C)C)=N.Cl.[N+:26]([CH3:29])([O-:28])=[O:27]>>[N+:26]([CH2:29][CH:3]([Si:2]([CH3:15])([CH3:1])[CH3:16])[CH2:4][C:5]([O:7][CH2:8][C:9]1[CH:10]=[CH:11][CH:12]=[CH:13][CH:14]=1)=[O:6])([O-:28])=[O:27]. Procedure details: A solution of benzyl 3-(trimethylsilyl)acrylate (782 mg, 3.34 mmol) in nitromethane (3 ml)was added with N,N,N′,N′-tetramethylguanidine (105 μl, 0.838 mmol) at room temperature, and the mixture was stirred for 15 hours. The reaction mixture was added with aqueous hydrochloric acid (1 N), and the mixture was extracted with ethyl acetate. The organic layer was washed with saturated aqueous sodium hydrogencarbonate and water, and dried over anhydrous sodium sulfate, and the solvent was evaporated. ... Starting materials: CCOC(C)=O, CO, COc1cc2c(c(C)c1C)N(CCN=[N+]=[N-])CC1(CCC1)C2. Product: COc1cc2c(c(C)c1C)N(CCN)CC1(CCC1)C2. Reaction SMILES: [CH2:23]([O:24][C:25](=[O:26])[CH3:27])[CH3:28].[CH3:29][OH:30].[N:1](=[N+:2]=[N-:3])[CH2:4][CH2:5][N:6]1[CH2:7][C:8]2([CH2:9][CH2:10][CH2:11]2)[CH2:12][c:13]2[cH:14][c:15]([O:21][CH3:22])[c:16]([CH3:20])[c:17]([CH3:19])[c:18]21>>[NH2:1][CH2:4][CH2:5][N:6]1[CH2:7][C:8]2([CH2:9][CH2:10][CH2:11]2)[CH2:12][c:13]2[cH:14][c:15]([O:21][CH3:22])[c:16]([CH3:20])[c:17]([CH3:19])[c:18]21.